From a dataset of the Open Reaction Database (ORD), a public repository of structured organic reaction records. describe an organic reaction: reactants, conditions, products, and yield Starting materials: COC=1C(=C(C=O)C=CC1)O[Si](C(C)C)(C(C)C)C(C)C (3-methoxy-2-triisopropylsilanyloxy-benzaldehyde), CCN(C(C)C)C(C)C (DIEA), FC1=C(C(=O)Cl)C(=CC(=C1)F)F (2,4,6-Trifluorobenzoyl chloride), C(C)(C)(C)OC(=O)NNC(C1=CC=C(C=C1)F)=S (N′-(4-fluoro-thiobenzoyl)-hydrazinecarboxylic acid tert-butyl ester), Cl (HCl). Solvent: C(Cl)Cl (CH2Cl2), CCOC(=O)C (EtOAc), C(Cl)Cl (CH2Cl2). Reaction conditions: time 30 minute. Yields the product FC1=CC=C(C=C1)C1=NN(C(S1)C1=C(C(=CC=C1)O[Si](C(C)C)(C(C)C)C(C)C)OC)C(=O)C1=C(C=C(C=C1F)F)F ([5-(4-fluoro-phenyl)-2-(2-methoxy-3-triisopropylsilanyloxy-phenyl)-[1,3,4]thiadiazol-3-yl]-(2,4,6-trifluoro-phenyl)-methanone). Reaction SMILES: C(O[C:6]([NH:8][NH:9][C:10](=[S:18])[C:11]1[CH:16]=[CH:15][C:14]([F:17])=[CH:13][CH:12]=1)=O)(C)(C)C.[CH3:19][O:20][C:21]1[C:22]([O:29][Si:30]([CH:37]([CH3:39])[CH3:38])([CH:34]([CH3:36])[CH3:35])[CH:31]([CH3:33])[CH3:32])=[C:23]([CH:26]=[CH:27][CH:28]=1)C=O.CCN(C(C)C)C(C)C.[F:49][C:50]1[CH:58]=[C:57]([F:59])[CH:56]=[C:55]([F:60])[C:51]=1[C:52](Cl)=[O:53].Cl>C(Cl)Cl.CCOC(C)=O>[F:17][C:14]1[CH:15]=[CH:16][C:11]([C:10]2[S:18][CH:6]([C:28]3[CH:27]=[CH:26][CH:23]=[C:22]([O:29][Si:30]([CH:31]([CH3:32])[CH3:33])([CH:34]([CH3:36])[CH3:35])[CH:37]([CH3:38])[CH3:39])[C:21]=3[O:20][CH3:19])[N:8]([C:52]([C:51]3[C:50]([F:49])=[CH:58][C:57]([F:59])=[CH:56][C:55]=3[F:60])=[O:53])[N:9]=2)=[CH:12][CH:13]=1. Procedure details: N′-(4-fluoro-thiobenzoyl)-hydrazinecarboxylic acid tert-butyl ester (1.23 mmol) is dissolved in 5 mL of CH2Cl2 at room temperature in a dry round bottom flask. Removal of the ester group is accomplished adding TFA (2 mL) to the solution at room temperature. The reaction is complete after 30 minutes as determined by LC/MS. Solvent is removed in vacuo. The resultant oil is dried on the vacuum line for 30 minutes and dissolved in 1 mL of dry CH2Cl2. This solution is added to a mixture of 3-methoxy-... Reagents/catalysts: C=1C=CC(=CC1)/C=C/C(=O)/C=C/C2=CC=CC=C2.C=1C=CC(=CC1)/C=C/C(=O)/C=C/C2=CC=CC=C2.C=1C=CC(=CC1)/C=C/C(=O)/C=C/C2=CC=CC=C2.[Pd].[Pd] (tris(dibenzylideneacetone)dipalladium). Product: ClC=1C=C2C(=NC1)C=CC1=C(C2=O)C=C(C=C1)NS(=O)(=O)N(C)C[C@H]1OCCOC1 (N′-(3-chloro-5-oxo-5H-benzo[4,5]cyclohepta[1,2-b]pyridin-7-yl)-N-[(2R)-1,4-dioxan-2-ylmethyl]-N-methylsulfamide). The reactants are BrC=1C=CC2=C(C(C=3C(=NC=C(C3)Cl)C=C2)=O)C1 (7-bromo-3-chloro-5H-benzo[4,5]cyclohepta[1,2-b]pyridin-5-one), FC(C(=O)[O-])(F)F.O1[C@@H](COCC1)CN(S(=O)(=O)[NH3+])C ({[((2R) 1,4-dioxan-2-ylmethyl)(methyl)amino]sulfonyl}ammonium trifluoroacetate), CC1(C2=CC=CC(=C2OC=2C(=CC=CC12)P(C1=CC=CC=C1)C1=CC=CC=C1)P(C1=CC=CC=C1)C1=CC=CC=C1)C (9,9-dimethyl-4,5-bis(diphenylphosphino) xanthene), C([O-])([O-])=O.[Cs+].[Cs+] (cesium carbonate). Reaction SMILES: Br[C:2]1[CH:3]=[CH:4][C:5]2[CH:16]=[CH:15][C:9]3=[N:10][CH:11]=[C:12]([Cl:14])[CH:13]=[C:8]3[C:7](=[O:17])[C:6]=2[CH:18]=1.FC(F)(F)C([O-])=O.[O:26]1[CH2:31][CH2:30][O:29][CH2:28][C@H:27]1[CH2:32][N:33]([CH3:38])[S:34]([NH3+:37])(=[O:36])=[O:35].CC1(C)C2C=CC=C(P(C3C=CC=CC=3)C3C=CC=CC=3)C=2OC2C1=CC=CC=2P(C1C=CC=CC=1)C1C=CC=CC=1.C(=O)([O-])[O-].[Cs+].[Cs+]>C1C=CC(/C=C/C(/C=C/C2C=CC=CC=2)=O)=CC=1.C1C=CC(/C=C/C(/C=C/C2C=CC=CC=2)=O)=CC=1.C1C=CC(/C=C/C(/C=C/C2C=CC=CC=2)=O)=CC=1.[Pd].[Pd].O1CCOCC1>[Cl:14][C:12]1[CH:13]=[C:8]2[C:7](=[O:17])[C:6]3[CH:18]=[C:2]([NH:37][S:34]([N:33]([CH2:32][C@@H:27]4[CH2:28][O:29][CH2:30][CH2:31][O:26]4)[CH3:38])(=[O:35])=[O:36])[CH:3]=[CH:4][C:5]=3[CH:16]=[CH:15][C:9]2=[N:10][CH:11]=1 |f:1.2,4.5.6,7.8.9.10.11|. Reported procedure: 7-bromo-3-chloro-5H-benzo[4,5]cyclohepta[1,2-b]pyridin-5-one (1.41 g, 4.41 mmol), {[((2R) 1,4-dioxan-2-ylmethyl)(methyl)amino]sulfonyl}ammonium trifluoroacetate (1.30 g, 4.01 mmol), tris(dibenzylideneacetone)dipalladium (0.183 g, 0.20 mmol), 9,9-dimethyl-4,5-bis(diphenylphosphino) xanthene (0.347 g, 0.60 mmol), and cesium carbonate (3.91 g, 12.0 mmol) were combined in a dry flask. 50 mL dry dioxane was added and argon was bubbled through the solution for five minutes. The solution was stirred an... Run in O1CCOCC1 (dioxane). Reaction conditions: temperature 95 celsius, time 2 hour.